This data is from the Open Reaction Database (ORD), a public repository of structured organic reaction records. The task is: describe an organic reaction: reactants, conditions, products, and yield Starting materials: COC(=O)Cc1cc(CCl)sc1C, [Cl-], ClC(Cl)Cl, N#C[K], [Na+], CN(C)C=O. Yields the product COC(=O)Cc1cc(CC#N)sc1C. RXN SMILES: [CH3:1][O:2][C:3]([CH2:4][c:5]1[c:6]([CH3:12])[s:7][c:8]([CH2:10][Cl:11])[cH:9]1)=[O:13].[Cl-:21].[Cl:17][CH:18]([Cl:19])[Cl:20].[K:14][C:15]#[N:16].[Na+:22].[O:23]=[CH:24][N:25]([CH3:26])[CH3:27]>>[CH3:1][O:2][C:3]([CH2:4][c:5]1[c:6]([CH3:12])[s:7][c:8]([CH2:10][C:15]#[N:16])[cH:9]1)=[O:13]. The reactants are CC=1C=C(C(=O)CC#N)C=CC1 (3-methylbenzoylacetonitrile), CS(=O)C (DMSO), [N+](=O)(O)[O-].NC(=N)N (guanidine nitrate), [H-].[Na+] (sodium hydride), CI (methyl iodide). Run in C(=S)=S (carbon disulphide), C(C)N(CC)CC (triethylamine), CN(C)C=O (DMF). Product: NC1=NC(=C(C(=N1)SC)C#N)C=1C=C(C=CC1)C (2-Amino-4-(methylthio)-6-m-tolyl-pyrimidine-5-carbonitrile). As a reaction SMILES: [CH3:1][C:2]1[CH:3]=[C:4]([CH:10]=[CH:11][CH:12]=1)[C:5]([CH2:7][C:8]#[N:9])=O.[H-].[Na+].CI.[N+]([O-])(O)=O.[NH2:21][C:22]([NH2:24])=[NH:23].[CH3:25][S:26]([CH3:28])=O>CN(C=O)C.C(N(CC)CC)C.C(=S)=S>[NH2:23][C:22]1[N:24]=[C:25]([S:26][CH3:28])[C:7]([C:8]#[N:9])=[C:5]([C:4]2[CH:3]=[C:2]([CH3:1])[CH:12]=[CH:11][CH:10]=2)[N:21]=1 |f:1.2,4.5|. Procedure: From 3-methylbenzoylacetonitrile with sodium hydride, carbon disulphide and methyl iodide in DMSO. Then treatment with guanidine nitrate and triethylamine in DMF. EI-MS m/e (%): 256 (M+, 74), 255 ([M—H]+, 100), 241 ([M—CH3]+, 98). Reactants: 168.7, Br (hydrobromic acid), NC=1C(=C(CO)C=CC1)C (3-amino-2-methylbenzyl alcohol), [N+](=O)([O-])[O-].[Na+] (sodium nitrate). Reagents/catalysts: [Cu]Br (copper(I) bromide). Run in O (water), O (water), O (water). Reaction conditions: time 30 minute. Product: BrC=1C(=C(CO)C=CC1)C (3-bromo-2-methylbenzyl alcohol). RXN SMILES: [N+]([O-])([O-])=O.[Na+].[BrH:6].N[C:8]1[C:9]([CH3:16])=[C:10]([CH:13]=[CH:14][CH:15]=1)[CH2:11][OH:12]>O.[Cu]Br>[Br:6][C:8]1[C:9]([CH3:16])=[C:10]([CH:13]=[CH:14][CH:15]=1)[CH2:11][OH:12] |f:0.1|. Reported procedure: A solution of 40.7 g of sodium nitrate in 300 ml of water is added dropwise to a mixture, cooled to 0° C., of 888 ml of water, 162 ml of 47% hydrobromic acid and 81.2 g of 3-amino-2-methylbenzyl alcohol. Stirring is carried out for 30 minutes at 0° C., after which a suspension of 168.7 9 of copper(I) bromide in 750 ml of water is added a little at a time at this temperature. The reaction mixture is stirred in succession for 1 hour at 10° C., for 1 hour at room temperature and for 2 hours at 100°... Starting materials: FC1=C(C=C(C(=O)NCCCN2C(CCC2)=O)C=C1)[N+](=O)[O-] (4-Fluoro-3-nitro-N-[3-(2-oxo-pyrrolidin-1-yl)-propyl]-benzamide), C(=O)([O-])[O-].[K+].[K+] (K2CO3), C1(=C(C=CC=C1)N1CCNCC1)C (1-o-tolyl-piperazine). The solvent is CN(C)C=O (DMF), CN(C)C=O (DMF). Run at time 16 hour. Yields the product [N+](=O)([O-])C=1C=C(C(=O)NCCCN2C(CCC2)=O)C=CC1N1CCN(CC1)C1=C(C=CC=C1)C (3-nitro-N-[3-(2-oxo-pyrrolidin-1-yl)-propyl]-4-(4-o-tolyl-piperazin-1-yl)-benzamide). RXN SMILES: F[C:2]1[CH:19]=[CH:18][C:5]([C:6]([NH:8][CH2:9][CH2:10][CH2:11][N:12]2[CH2:16][CH2:15][CH2:14][C:13]2=[O:17])=[O:7])=[CH:4][C:3]=1[N+:20]([O-:22])=[O:21].C([O-])([O-])=O.[K+].[K+].[C:29]1([CH3:41])[CH:34]=[CH:33][CH:32]=[CH:31][C:30]=1[N:35]1[CH2:40][CH2:39][NH:38][CH2:37][CH2:36]1>CN(C=O)C>[N+:20]([C:3]1[CH:4]=[C:5]([CH:18]=[CH:19][C:2]=1[N:38]1[CH2:39][CH2:40][N:35]([C:30]2[CH:31]=[CH:32][CH:33]=[CH:34][C:29]=2[CH3:41])[CH2:36][CH2:37]1)[C:6]([NH:8][CH2:9][CH2:10][CH2:11][N:12]1[CH2:16][CH2:15][CH2:14][C:13]1=[O:17])=[O:7])([O-:22])=[O:21] |f:1.2.3|. Reported procedure: To a solution of 4-Fluoro-3-nitro-N-[3-(2-oxo-pyrrolidin-1-yl)-propyl]-benzamide (2.0 g, 6.47 mmol) in DMF (10 mL), K2CO3 (1.7 g, 12.94 mmol) was added followed by 1-o-tolyl-piperazine (1.7 g, 9.7 mmol), and the reaction mixture was stirred at room temperature for 16 h. DMF (2.0 mL) was added and filtered. The solid was washed with MeOH (300 mL) and methanol layer was evaporated to give the acid 3-nitro-N-[3-(2-oxo-pyrrolidin-1-yl)-propyl]-4-(4-o-tolyl-piperazin-1-yl)-benzamide in the first crop... The reactants are OCCCCCC(=CCCCCCCC(=O)O)C (14-hydroxy-9-methyltetradec-8-enoic acid), [OH-].[K+] (potassium hydroxide). The solvent is OCC(O)CO (glycerol). Conditions: temperature 152 celsius. Product: CC1=CCCCCCCC(OCCCCC1)=O (10-methyloxacyclopentadec-9-en-2-one). Yield: 0.1%. Reaction SMILES: O[CH2:2][CH2:3][CH2:4][CH2:5][CH2:6][C:7]([CH3:18])=[CH:8][CH2:9][CH2:10][CH2:11][CH2:12][CH2:13][CH2:14][C:15]([OH:17])=[O:16].[OH-].[K+]>OCC(CO)O>[CH3:18][C:7]1[CH2:6][CH2:5][CH2:4][CH2:3][CH2:2][O:16][C:15](=[O:17])[CH2:14][CH2:13][CH2:12][CH2:11][CH2:10][CH2:9][CH:8]=1 |f:1.2|. Procedure: 24.5 g (95.5 mol) of 14-hydroxy-9-methyltetradec-8-enoic acid, (Z/E=80/20) were placed in 50 ml of glycerol and treated with 0.54 g of potassium hydroxide (50 percent). The resulting water was distilled off. Thereupon, the distillation headpiece was removed and the special headpiece (see FIG. 1) was fitted and filled with glycerol. After the addition of 1 g of sodium methylate the mixture was heated to 152° C., 6 mbar. After 24 hours the addition of 1 g of MeONa was again effected. After 48 hour... Starting materials: [Ag+], CC(=O)[O-], CC(=O)[O-], CC(=O)[O-], CCOP(=O)(OCC)C(F)(F)c1ccc(I)cc1, CN(C)C=O, O, C=CCO, [Pd+2], c1ccc(P(c2ccccc2)c2ccccc2)cc1. Yields the product CCOP(=O)(OCC)C(F)(F)c1ccc(C=CCO)cc1. Reaction SMILES: [Ag+:52].[C:48]([O-:49])(=[O:50])[CH3:51].[C:53]([O-:54])(=[O:55])[CH3:56].[C:58]([O-:59])(=[O:60])[CH3:61].[F:1][C:2]([c:3]1[cH:4][cH:5][c:6]([I:9])[cH:7][cH:8]1)([P:10]([O:11][CH2:12][CH3:13])([O:14][CH2:15][CH3:16])=[O:17])[F:18].[O:42]=[CH:43][N:44]([CH3:45])[CH3:46].[OH2:47].[OH:19][CH2:20][CH:21]=[CH2:22].[Pd+2:57].[c:23]1([P:24]([c:25]2[cH:26][cH:27][cH:28][cH:29][cH:30]2)[c:31]2[cH:32][cH:33][cH:34][cH:35][cH:36]2)[cH:37][cH:38][cH:39][cH:40][cH:41]1>>[F:1][C:2]([c:3]1[cH:4][cH:5][c:6]([CH:22]=[CH:21][CH2:20][OH:19])[cH:7][cH:8]1)([P:10]([O:11][CH2:12][CH3:13])([O:14][CH2:15][CH3:16])=[O:17])[F:18]. Reactants: C(C1=CC=CC=C1)OC(NCCNC(C[C@H](CCCNC(=O)[C@@H]1CC2=C(C=CC(C=3C=CC(=C(C[C@@H](C(N[C@H](C(N1)=O)CCCNC(=O)OC(C)(C)C)=O)NC(=O)OC(C)(C)C)C3)O)=C2)O)NC(=O)OCC2=CC=CC=C2)=O)=O (benzyl(2-{[(3S)-3-{[(benzyloxy)carbonyl]amino}-6-({[(8S,11S,14S)-14-[(tert-butoxycarbonyl)amino]-11-{3-[(tert-butoxycarbonyl)amino]propyl}-5,17-dihydroxy-10,13-dioxo-9,12-diazatricyclo[14.3.1.12,6]henicosa-1(20),2(21),3,5,16,18-hexaen-8-yl]carbonyl}amino)hexanoyl]amino}ethyl)carbamate). The reagents and catalysts are [Pd] (palladium on activated carbon). Solvent: C(C)(=O)O.O.C(C)O (acetic acid water ethanol). Reaction conditions: time 15 hour. Product: C(C)(C)(C)OC(NCCC[C@H]1C(N[C@@H](CC2=C(C=CC(C=3C=CC(=C(C[C@@H](C(N1)=O)NC(=O)OC(C)(C)C)C3)O)=C2)O)C(=O)NCCC[C@@H](CC(=O)NCCN)N)=O)=O (tert-Butyl{3-[(8S,11S,14S)-8-[({(4S)-4-amino-6-[(2-aminoethyl)amino]-6-oxohexyl}amino)carbonyl]-14-[(tert-butoxycarbonyl)amino]-5,17-dihydroxy-10,13-dioxo-9,12-diazatricyclo[14.3.1.12,6]henicosa-1(20),2(21),3,5,16,18-hexaen-11-yl]propyl}carbamate). As a reaction SMILES: C(OC(=O)[NH:10][CH2:11][CH2:12][NH:13][C:14](=[O:78])[CH2:15][C@@H:16]([NH:67]C(OCC1C=CC=CC=1)=O)[CH2:17][CH2:18][CH2:19][NH:20][C:21]([C@H:23]1[NH:41][C:40](=[O:42])[C@H:39]([CH2:43][CH2:44][CH2:45][NH:46][C:47]([O:49][C:50]([CH3:53])([CH3:52])[CH3:51])=[O:48])[NH:38][C:37](=[O:54])[C@@H:36]([NH:55][C:56]([O:58][C:59]([CH3:62])([CH3:61])[CH3:60])=[O:57])[CH2:35][C:34]2[CH:63]=[C:30]([CH:31]=[CH:32][C:33]=2[OH:64])[C:29]2=[CH:65][C:25](=[C:26]([OH:66])[CH:27]=[CH:28]2)[CH2:24]1)=[O:22])C1C=CC=CC=1>[Pd].C(O)(=O)C.O.C(O)C>[C:50]([O:49][C:47](=[O:48])[NH:46][CH2:45][CH2:44][CH2:43][C@@H:39]1[NH:38][C:37](=[O:54])[C@@H:36]([NH:55][C:56]([O:58][C:59]([CH3:62])([CH3:61])[CH3:60])=[O:57])[CH2:35][C:34]2[CH:63]=[C:30]([CH:31]=[CH:32][C:33]=2[OH:64])[C:29]2=[CH:65][C:25](=[C:26]([OH:66])[CH:27]=[CH:28]2)[CH2:24][C@@H:23]([C:21]([NH:20][CH2:19][CH2:18][CH2:17][C@H:16]([NH2:67])[CH2:15][C:14]([NH:13][CH2:12][CH2:11][NH2:10])=[O:78])=[O:22])[NH:41][C:40]1=[O:42])([CH3:51])([CH3:52])[CH3:53] |f:2.3.4|. Reported procedure: 12 mg (0.011 mmol) of benzyl(2-{[(3S)-3-{[(benzyloxy)carbonyl]amino}-6-({[(8S,11S,14S)-14-[(tert-butoxycarbonyl)amino]-11-{3-[(tert-butoxycarbonyl)amino]propyl}-5,17-dihydroxy-10,13-dioxo-9,12-diazatricyclo[14.3.1.12,6]henicosa-1(20),2(21),3,5,16,18-hexaen-8-yl]carbonyl}amino)hexanoyl]amino}ethyl)carbamate (Example 190A) are added into 3 ml of a 4:1:1 acetic acid/water/ethanol mixture. 1.5 mg of palladium on activated carbon (10%) are added thereto, and the mixture is then hydrogenated at RT und... Reactants: C1COCCN1, C1CCOC1, C=CCOC(=O)c1ccc(C(=O)OC(C)c2ccc3c(c2)C(C)(C)CCC3(C)C)cc1, CCO, c1ccc(P(c2ccccc2)(c2ccccc2)[Pd](P(c2ccccc2)(c2ccccc2)c2ccccc2)(P(c2ccccc2)(c2ccccc2)c2ccccc2)P(c2ccccc2)(c2ccccc2)c2ccccc2)cc1. The product is CC(OC(=O)c1ccc(C(=O)O)cc1)c1ccc2c(c1)C(C)(C)CCC2(C)C. Reaction SMILES: [CH2:32]1[NH:33][CH2:34][CH2:35][O:36][CH2:37]1.[CH2:41]1[O:42][CH2:43][CH2:44][CH2:45]1.[CH3:1][C:2]1([CH3:31])[c:3]2[cH:4][cH:5][c:6]([CH:14]([CH3:15])[O:16][C:17](=[O:18])[c:19]3[cH:20][cH:21][c:22]([C:23](=[O:24])[O:25][CH2:26][CH:27]=[CH2:28])[cH:29][cH:30]3)[cH:7][c:8]2[C:9]([CH3:12])([CH3:13])[CH2:10][CH2:11]1.[CH3:38][CH2:39][OH:40].[cH:46]1[cH:47][cH:48][c:49]([P:50]([Pd:51]([P:52]([c:53]2[cH:54][cH:55][cH:56][cH:57][cH:58]2)([c:59]2[cH:60][cH:61][cH:62][cH:63][cH:64]2)[c:65]2[cH:66][cH:67][cH:68][cH:69][cH:70]2)([P:71]([c:72]2[cH:73][cH:74][cH:75][cH:76][cH:77]2)([c:78]2[cH:79][cH:80][cH:81][cH:82][cH:83]2)[c:84]2[cH:85][cH:86][cH:87][cH:88][cH:89]2)[P:90]([c:91]2[cH:92][cH:93][cH:94][cH:95][cH:96]2)([c:97]2[cH:98][cH:99][cH:100][cH:101][cH:102]2)[c:103]2[cH:104][cH:105][cH:106][cH:107][cH:108]2)([c:109]2[cH:110][cH:111][cH:112][cH:113][cH:114]2)[c:115]2[cH:116][cH:117][cH:118][cH:119][cH:120]2)[cH:121][cH:122]1>>[CH3:1][C:2]1([CH3:31])[c:3]2[cH:4][cH:5][c:6]([CH:14]([CH3:15])[O:16][C:17](=[O:18])[c:19]3[cH:20][cH:21][c:22]([C:23](=[O:24])[OH:25])[cH:29][cH:30]3)[cH:7][c:8]2[C:9]([CH3:12])([CH3:13])[CH2:10][CH2:11]1. Reactants: C1N(CC2C1CNC2)C2=NC1=CC=CC=C1N=C2 (2-(hexahydro-pyrrolo[3,4-c]pyrrol-2-yl)-quinoxaline), CC1=C(OC=C1)C(=O)O (3-methylfuran-2-carboxylic acid). Yields the product CC1=C(OC=C1)C(=O)N1CC2CN(CC2C1)C1=NC2=CC=CC=C2N=C1 ((3-Methylfuran-2-yl)(5-(quinoxalin-2-yl)hexahydropyrrolo[3,4-c]pyrrol-2(1H)-yl)methanone). As a reaction SMILES: [CH2:1]1[CH:5]2[CH2:6][NH:7][CH2:8][CH:4]2[CH2:3][N:2]1[C:9]1[CH:18]=[N:17][C:16]2[C:11](=[CH:12][CH:13]=[CH:14][CH:15]=2)[N:10]=1.[CH3:19][C:20]1[CH:24]=[CH:23][O:22][C:21]=1[C:25](O)=[O:26]>>[CH3:19][C:20]1[CH:24]=[CH:23][O:22][C:21]=1[C:25]([N:7]1[CH2:8][CH:4]2[CH:5]([CH2:1][N:2]([C:9]3[CH:18]=[N:17][C:16]4[C:11](=[CH:12][CH:13]=[CH:14][CH:15]=4)[N:10]=3)[CH2:3]2)[CH2:6]1)=[O:26]. Procedure details: The title compound was prepared in a manner analogous to Example 15 utilizing Intermediate 35 and 3-methylfuran-2-carboxylic acid. MS (ESI) mass calcd. For C20H20N4O2, 348.16; m/z found 349.0 [M+H]+.